This data is from the Open Reaction Database (ORD), a public repository of structured organic reaction records. The task is: describe an organic reaction: reactants, conditions, products, and yield Reactants: ClC1=C(C=CC(=C1)Cl)CNC1=CC=C(C=C1)C(C)C ([(2,4-dichlorophenyl)methyl](4-isopropylphenyl)amine), C(C)(C)C1=C(C(=CC=C1)C(C)C)N=C=O (2,6-diisopropylphenyl isocyanate). Product: ClC1=C(C=CC(=C1)Cl)CN(C(=O)NC1=C(C=CC=C1C(C)C)C(C)C)C1=CC=C(C=C1)C(C)C (N-[(2,4-dichlorophenyl)methyl]-N′-(2,6-diisopropylphenyl)-N-(4-isopropylphenyl)urea). Yield: 9.4%. As a reaction SMILES: [Cl:1][C:2]1[CH:7]=[C:6]([Cl:8])[CH:5]=[CH:4][C:3]=1[CH2:9][NH:10][C:11]1[CH:16]=[CH:15][C:14]([CH:17]([CH3:19])[CH3:18])=[CH:13][CH:12]=1.[CH:20]([C:23]1[CH:28]=[CH:27][CH:26]=[C:25]([CH:29]([CH3:31])[CH3:30])[C:24]=1[N:32]=[C:33]=[O:34])([CH3:22])[CH3:21]>>[Cl:1][C:2]1[CH:7]=[C:6]([Cl:8])[CH:5]=[CH:4][C:3]=1[CH2:9][N:10]([C:11]1[CH:12]=[CH:13][C:14]([CH:17]([CH3:19])[CH3:18])=[CH:15][CH:16]=1)[C:33]([NH:32][C:24]1[C:23]([CH:20]([CH3:21])[CH3:22])=[CH:28][CH:27]=[CH:26][C:25]=1[CH:29]([CH3:31])[CH3:30])=[O:34]. Procedure details: By the reaction and treatment in the same manner as in Example 2 using [(2,4-dichlorophenyl)methyl](4-isopropylphenyl)amine (2.7 g) and 2,6-diisopropylphenyl isocyanate (2.1 g) as starting materials, N-[(2,4-dichlorophenyl)methyl]-N′-(2,6-diisopropylphenyl)-N-(4-isopropylphenyl)urea (0.43 g) was obtained.